This data is from the Open Reaction Database (ORD), a public repository of structured organic reaction records. The task is: describe an organic reaction: reactants, conditions, products, and yield Reactants: BrC1=CC(=CC=2N=C(SC21)NC(=O)NCC)C=2C=NC=CC2 (1-(7-bromo-5-pyridin-3-yl-benzothiazol-2-yl)-3-ethyl-urea), CN(C1=NC(=CC=C1)[Sn](CCCC)(CCCC)CCCC)C (dimethyl-(6-tributylstannanyl-pyridin-2-yl)-amine). Reagents/catalysts: Cl[Pd]([P](C1=CC=CC=C1)(C2=CC=CC=C2)C3=CC=CC=C3)([P](C4=CC=CC=C4)(C5=CC=CC=C5)C6=CC=CC=C6)Cl (bis(triphenylphosphine)palladium(II) dichloride). Solvent: CN(C)C=O (DMF). Run at temperature 100 celsius. Product: CN(C1=CC=CC(=N1)C1=CC(=CC=2N=C(SC21)NC(=O)NCC)C=2C=NC=CC2)C (1-[7-(6-Dimethylamino-pyridin-2-yl)-5-pyridin-3-yl-benzothiazol-2-yl]-3-ethyl-urea). The yield is 4.3%. Reaction SMILES: Br[C:2]1[C:10]2[S:9][C:8]([NH:11][C:12]([NH:14][CH2:15][CH3:16])=[O:13])=[N:7][C:6]=2[CH:5]=[C:4]([C:17]2[CH:18]=[N:19][CH:20]=[CH:21][CH:22]=2)[CH:3]=1.[CH3:23][N:24]([CH3:44])[C:25]1[CH:30]=[CH:29][CH:28]=[C:27]([Sn](CCCC)(CCCC)CCCC)[N:26]=1>CN(C=O)C.Cl[Pd](Cl)([P](C1C=CC=CC=1)(C1C=CC=CC=1)C1C=CC=CC=1)[P](C1C=CC=CC=1)(C1C=CC=CC=1)C1C=CC=CC=1>[CH3:23][N:24]([CH3:44])[C:25]1[N:26]=[C:27]([C:2]2[C:10]3[S:9][C:8]([NH:11][C:12]([NH:14][CH2:15][CH3:16])=[O:13])=[N:7][C:6]=3[CH:5]=[C:4]([C:17]3[CH:18]=[N:19][CH:20]=[CH:21][CH:22]=3)[CH:3]=2)[CH:28]=[CH:29][CH:30]=1 |^1:52,71|. Procedure: To a solution of 1-(7-bromo-5-pyridin-3-yl-benzothiazol-2-yl)-3-ethyl-urea (0.125 g, 0.33 mmol) in DMF (5 mL) was added dimethyl-(6-tributylstannanyl-pyridin-2-yl)-amine (0.14 g, 0.33 mmol) under nitrogen atmosphere at room temperature. The reaction mixture was then degassed for half an hour followed by the addition of bis(triphenylphosphine)palladium(II) dichloride (0.023 g, 0.033 mmol). The reaction mixture was then again degassed for half an hour and heated at 100° C. for 15 h under nitrogen ... RXN SMILES: [Cl:1][C:2]1[CH:3]=[C:4]([CH:10]([C:27]([F:30])([F:29])[F:28])/[CH:11]=[CH:12]/[C:13]2[CH:23]=[CH:22][C:16]([C:17](OCC)=[O:18])=[C:15]([N+:24]([O-])=O)[CH:14]=2)[CH:5]=[C:6]([Cl:9])[C:7]=1[F:8].Br[CH:32](C1C=C(Cl)C(F)=C(Cl)C=1)[C:33]([F:36])([F:35])[F:34].[N:46]1C=CC=C[C:47]=1[C:52]1C=CC=C[N:53]=1.[N+](C1C=C(C=C)C=CC=1C(OCC)=O)([O-])=[O:59]>ClC1C=CC=CC=1Cl.Cl[Cu]>[NH2:24][C:15]1[CH:14]=[C:13](/[CH:12]=[CH:11]/[CH:10]([C:4]2[CH:3]=[C:2]([Cl:1])[C:7]([F:8])=[C:6]([Cl:9])[CH:5]=2)[C:27]([F:28])([F:29])[F:30])[CH:23]=[CH:22][C:16]=1[C:17]([NH:46][CH2:47][C:52](=[O:59])[NH:53][CH2:32][C:33]([F:34])([F:35])[F:36])=[O:18]. The product is NC1=C(C(=O)NCC(NCC(F)(F)F)=O)C=CC(=C1)\C=C\C(C(F)(F)F)C1=CC(=C(C(=C1)Cl)F)Cl ((E)-2-Amino-4-(3-(3,5-dichloro-4-fluorophenyl)-4,4,4-trifluorobut-1-enyl)-N-(2-oxo-2-(2,2,2-trifluoroethylamino)ethyl)benzamide). The solvent is ClC1=C(C=CC=C1)Cl (1,2-dichlorobenzene). Reagents/catalysts: Cl[Cu] (CuCl). Yield: 53.0%. Procedure: (E)-Ethyl 4-(3-(3,5-dichloro-4-fluorophenyl)-4,4,4-trifluorobut-1-enyl)-2-nitrobenzoate: 5-(1-Bromo-2,2,2-trifluoroethyl)-1,3-dichloro-2-fluorobenzene (3.5 g, 10.8 mmol), CuCl (54 mg, 0.54 mmol) and 2,2-bipyridyl (169 mg, 1.08 mmol) were added to a stirred solution of ethyl 2-nitro-4-vinylbenzoate (1.2 g, 5.42 mmol) in 1,2-dichlorobenzene (12 mL) at ambient temperature and the mixture was then stirred at 180° C. for 18 h. The reaction mixture was then cooled to ambient temperature, adsorbed on s... Conditions: temperature 180 celsius, time 18 hour. The reactants are ClC=1C=C(C=C(C1F)Cl)C(/C=C/C1=CC(=C(C(=O)OCC)C=C1)[N+](=O)[O-])C(F)(F)F ((E)-Ethyl 4-(3-(3,5-dichloro-4-fluorophenyl)-4,4,4-trifluorobut-1-enyl)-2-nitrobenzoate), BrC(C(F)(F)F)C=1C=C(C(=C(C1)Cl)F)Cl (5-(1-Bromo-2,2,2-trifluoroethyl)-1,3-dichloro-2-fluorobenzene), N1=C(C=CC=C1)C1=NC=CC=C1 (2,2-bipyridyl), [N+](=O)([O-])C1=C(C(=O)OCC)C=CC(=C1)C=C (ethyl 2-nitro-4-vinylbenzoate). Reactants: CCOC(C)=O, CCOC(=O)C(CCCCCCN1C(=O)c2ccccc2C1=O)NC1COc2ccccc2N(CC(=O)OC(C)(C)C)C1=O, Cl. The product is CCOC(=O)C(CCCCCCN1C(=O)c2ccccc2C1=O)NC1COc2ccccc2N(CC(=O)O)C1=O, Cl. RXN SMILES: [C:45]([O:46][CH2:47][CH3:48])(=[O:49])[CH3:50].[CH2:1]([CH3:2])[O:3][C:4](=[O:5])[CH:6]([CH2:7][CH2:8][CH2:9][CH2:10][CH2:11][CH2:12][N:13]1[C:14](=[O:23])[c:15]2[c:16]([cH:19][cH:20][cH:21][cH:22]2)[C:17]1=[O:18])[NH:24][CH:25]1[CH2:26][O:27][c:28]2[c:29]([cH:41][cH:42][cH:43][cH:44]2)[N:30]([CH2:33][C:34](=[O:35])[O:36][C:37]([CH3:38])([CH3:39])[CH3:40])[C:31]1=[O:32].[ClH:51]>>[CH2:1]([CH3:2])[O:3][C:4](=[O:5])[CH:6]([CH2:7][CH2:8][CH2:9][CH2:10][CH2:11][CH2:12][N:13]1[C:14](=[O:23])[c:15]2[c:16]([cH:19][cH:20][cH:21][cH:22]2)[C:17]1=[O:18])[NH:24][CH:25]1[CH2:26][O:27][c:28]2[c:29]([cH:41][cH:42][cH:43][cH:44]2)[N:30]([CH2:33][C:34](=[O:35])[OH:36])[C:31]1=[O:32].[ClH:51]. Starting materials: CC(=O)O[BH-](OC(C)=O)OC(C)=O, CCOCCOc1cc(C)c(-c2cccc(C=O)c2)c(C)c1, CC(=O)O, ClCCCl, CCOC(=O)C1CC1c1ccc(N)cc1F, [Na+]. Yields the product CCOCCOc1cc(C)c(-c2cccc(CNc3ccc(C4CC4C(=O)OCC)c(F)c3)c2)c(C)c1. As a reaction SMILES: [C:43]([O:44][BH-:45]([O:46][C:47](=[O:48])[CH3:49])[O:50][C:51](=[O:52])[CH3:53])(=[O:54])[CH3:55].[CH2:1]([CH3:2])[O:3][CH2:4][CH2:5][O:6][c:7]1[cH:8][c:9]([CH3:22])[c:10](-[c:14]2[cH:15][c:16]([CH:20]=[O:21])[cH:17][cH:18][cH:19]2)[c:11]([CH3:13])[cH:12]1.[CH3:39][C:40](=[O:41])[OH:42].[Cl:57][CH2:58][CH2:59][Cl:60].[NH2:23][c:24]1[cH:25][c:26]([F:38])[c:27]([CH:30]2[CH:31]([C:33](=[O:34])[O:35][CH2:36][CH3:37])[CH2:32]2)[cH:28][cH:29]1.[Na+:56]>>[CH2:1]([CH3:2])[O:3][CH2:4][CH2:5][O:6][c:7]1[cH:8][c:9]([CH3:22])[c:10](-[c:14]2[cH:15][c:16]([CH2:20][NH:23][c:24]3[cH:25][c:26]([F:38])[c:27]([CH:30]4[CH:31]([C:33](=[O:34])[O:35][CH2:36][CH3:37])[CH2:32]4)[cH:28][cH:29]3)[cH:17][cH:18][cH:19]2)[c:11]([CH3:13])[cH:12]1. Reactants: [N-]=[N+]=NC1CC(C(=O)O)N(C(=O)CP(=O)(O)CCCCc2ccccc2)C1, O. Product: NC1CC(C(=O)O)N(C(=O)CP(=O)(O)CCCCc2ccccc2)C1. Reaction SMILES: [N:1](=[N+:2]=[N-:3])[CH:4]1[CH2:5][CH:6]([C:25](=[O:26])[OH:27])[N:7]([C:9]([CH2:10][P:11](=[O:12])([CH2:13][CH2:14][CH2:15][CH2:16][c:17]2[cH:18][cH:19][cH:20][cH:21][cH:22]2)[OH:23])=[O:24])[CH2:8]1.[OH2:28]>>[NH2:1][CH:4]1[CH2:5][CH:6]([C:25](=[O:26])[OH:27])[N:7]([C:9]([CH2:10][P:11](=[O:12])([CH2:13][CH2:14][CH2:15][CH2:16][c:17]2[cH:18][cH:19][cH:20][cH:21][cH:22]2)[OH:23])=[O:24])[CH2:8]1.